This data is from the Open Reaction Database (ORD), a public repository of structured organic reaction records. The task is: describe an organic reaction: reactants, conditions, products, and yield Reactants: IC1=NC(=CC=C1OC)C (2-iodo-3-methoxy-6-methylpyridine), FC(C1=CC=C(C=C1)B(O)O)(F)F (4-(trifluoromethyl)phenylboronic acid), COC=1C=CC=C(C1C=2C=CC=CC2P(C3CCCCC3)C4CCCCC4)OC (S—PHOS), C([O-])([O-])=O.[K+].[K+] (potassium carbonate). The reagents and catalysts are CC(=O)[O-].CC(=O)[O-].[Pd+2] (Pd(OAc)2). Run in C(C)#N (acetonitrile), O (water). Reaction conditions: temperature 75 celsius, time 4 hour. Yields the product COC=1C(=NC(=CC1)C)C1=CC=C(C=C1)C(F)(F)F (3-methoxy-6-methyl-2-(4-(trifluoromethyl)phenyl)pyridine). RXN SMILES: [F:1][C:2]([F:13])([F:12])[C:3]1[CH:8]=[CH:7][C:6](B(O)O)=[CH:5][CH:4]=1.COC1C=CC=C(OC)C=1C1C=CC=CC=1P(C1CCCCC1)C1CCCCC1.C(=O)([O-])[O-].[K+].[K+].I[C:50]1[C:55]([O:56][CH3:57])=[CH:54][CH:53]=[C:52]([CH3:58])[N:51]=1>C(#N)C.CC([O-])=O.CC([O-])=O.[Pd+2].O>[CH3:57][O:56][C:55]1[C:50]([C:6]2[CH:7]=[CH:8][C:3]([C:2]([F:13])([F:12])[F:1])=[CH:4][CH:5]=2)=[N:51][C:52]([CH3:58])=[CH:53][CH:54]=1 |f:2.3.4,7.8.9|. Reported procedure: To a mixture of 4-(trifluoromethyl)phenylboronic acid (0.97 g, 5.1 mmol), S—PHOS (0.20 g, 0.47 mmol), potassium carbonate (2.0 g, 15 mmol), and Pd(OAc)2 (0.061 g, 0.27 mmol) was added a solution of 2-iodo-3-methoxy-6-methylpyridine (prepared in the previous step) in acetonitrile (6 mL) followed by water (4 mL). The reaction mixture was degassed by bubbling nitrogen through the solution for 10 min, and the reaction mixture was heated to 75° C. After 4 h, the reaction mixture was diluted with EtOA...